From a dataset of the Open Reaction Database (ORD), a public repository of structured organic reaction records. describe an organic reaction: reactants, conditions, products, and yield Run in CO (methanol). The reactants are [H][H] (hydrogen), O (water), CN1CCN(CC1)C(=O)NCC(=O)OCC1=CC=CC=C1 (benzyl N-(4-methylpiperazin-1-ylcarbonyl)glycinate). Yields the product CN1CCN(CC1)C(=O)NCC(=O)O (N-(4-methylpiperazin-1-ylcarbonyl)glycine). Reported procedure: 2.36 g of benzyl N-(4-methylpiperazin-1-ylcarbonyl)glycinate are added, at 20° C., under an argon atmosphere, to 0.15 g of 5% palladium on carbon in suspension in 100 cm3 of methanol. After stirring for 2.5 hours at 22° C., under 1.6 bar of hydrogen, 50 cm3 of water are added and the mixture is filtered on Clarcel. The cake is washed with three times 70 cm3 of water at 60° C. The filtrate is then concentrated to dryness under reduced pressure (2.7 kPa) at 50° C. The residue is dried under reduce... As a reaction SMILES: [CH3:1][N:2]1[CH2:7][CH2:6][N:5]([C:8]([NH:10][CH2:11][C:12]([O:14]CC2C=CC=CC=2)=[O:13])=[O:9])[CH2:4][CH2:3]1.[H][H].O>[Pd].CO>[CH3:1][N:2]1[CH2:3][CH2:4][N:5]([C:8]([NH:10][CH2:11][C:12]([OH:14])=[O:13])=[O:9])[CH2:6][CH2:7]1. The reagents and catalysts are [Pd] (palladium on carbon). The yield is 92.0%. The reactants are C(C)(C)(C)OC(=O)N(CCC1=CC=C(OC2=CC=C(C(=O)OC)C=C2)C=C1)C[C@H](O)C1=CC(=CC=C1)Cl (methyl 4-[4-[2-[(tert-butoxycarbonyl)[(2R)-2-(3-chlorophenyl)-2-hydroxyethyl]amino]ethyl]phenoxy]benzoate), [OH-].[Na+] (sodium hydroxide). Run in C(C)O (ethanol). Conditions: temperature 40 celsius, time 3 hour. Product: C(C1=CC=CC=C1)(=O)O (benzoic acid). As a reaction SMILES: C(OC(N(C[C@@H](C1C=CC=C(Cl)C=1)O)CCC1C=CC(O[C:16]2[CH:25]=[CH:24][C:19]([C:20]([O:22]C)=[O:21])=[CH:18][CH:17]=2)=CC=1)=O)(C)(C)C.[OH-].[Na+]>C(O)C>[C:20]([OH:22])(=[O:21])[C:19]1[CH:24]=[CH:25][CH:16]=[CH:17][CH:18]=1 |f:1.2|. Procedure: To a solution of methyl 4-[4-[2-[(tert-butoxycarbonyl)[(2R)-2-(3-chlorophenyl)-2-hydroxyethyl]amino]ethyl]phenoxy]benzoate (183 mg) in ethanol (1.2 ml) was added 1N aqueous sodium hydroxide solution (0.6 ml), and the mixture was stirred at 40° C. for 3 hours. The solvent was removed by evaporation, and the aqueous solution was acidified with 1N aqueous hydrochloride solution and extracted with ethyl acetate (30 ml×2). The combined organic layers were washed with water and brine, dried over magne... The reactants are CC(C)(C)[O-], CC(C)N1C(=O)c2ccccc2NS1(=O)=O, CS(=O)(=O)Cl, CC#N, [K+]. The product is CC(C)N1C(=O)c2ccccc2N(S(C)(=O)=O)S1(=O)=O. Reaction SMILES: [CH3:17][C:18]([CH3:19])([O-:20])[CH3:21].[CH3:1][CH:2]([CH3:3])[N:4]1[S:5](=[O:15])(=[O:16])[NH:6][c:7]2[c:8]([cH:11][cH:12][cH:13][cH:14]2)[C:9]1=[O:10].[CH3:23][S:24]([Cl:25])(=[O:26])=[O:27].[CH3:28][C:29]#[N:30].[K+:22]>>[CH3:1][CH:2]([CH3:3])[N:4]1[S:5](=[O:15])(=[O:16])[N:6]([S:24]([CH3:23])(=[O:26])=[O:27])[c:7]2[c:8]([cH:11][cH:12][cH:13][cH:14]2)[C:9]1=[O:10]. Reactants: COC(C1=CC(=C(C=C1)C)OCCCOC)=O (3-(3-methoxy-propoxy)-4-methyl-benzoic acid methyl ester), [OH-].[Na+] (NaOH). Solvent: CCO (EtOH). Yields the product COCCCOC=1C=C(C(=O)O)C=CC1C (3-(3-Methoxy-propoxy)-4-methyl-benzoic acid). RXN SMILES: C[O:2][C:3](=[O:17])[C:4]1[CH:9]=[CH:8][C:7]([CH3:10])=[C:6]([O:11][CH2:12][CH2:13][CH2:14][O:15][CH3:16])[CH:5]=1.[OH-].[Na+]>CCO>[CH3:16][O:15][CH2:14][CH2:13][CH2:12][O:11][C:6]1[CH:5]=[C:4]([CH:9]=[CH:8][C:7]=1[CH3:10])[C:3]([OH:17])=[O:2] |f:1.2|. Reported procedure: A solution of 3-(3-methoxy-propoxy)-4-methyl-benzoic acid methyl ester (7.12 g, 32.86 mmol) and NaOH (1 N in water, 100 mL, 100 mmol) in EtOH (100 mL) is refluxed for 1 h. The reaction mixture is allowed to reach RT, and the solvent is concentrated under reduced pressure. The residue is dissolved in water (200 mL) and washed with ether (50 mL×3). The pH is adjusted to 2 by addition of cc HCl and the aqueous layer extracted with AcOEt (150 mL×2). The combined organic extracts are dried over Na2SO... The reactants are FC1=C(C=CC=C1S(=O)(=O)C(F)(F)F)C1CCNCC1 (4-{2-fluoro-3-[(trifluoromethyl)sulfonyl]phenyl}-piperidine), amine, Cl (hydrochloric acid), C([O-])([O-])=O.[K+].[K+] (potassium carbonate), ICC (1-iodoethane). The solvent is C(C)#N (acetonitrile). Yields the product C(C)N1CCC(CC1)C1=C(C(=CC=C1)S(=O)(=O)C(F)(F)F)F (1-ETHYL-4-{2-FLUORO-3-[(TRIFLUOROMETHYL)SULFONYL]PHENYL}PIPERIDINE). As a reaction SMILES: [F:1][C:2]1[C:7]([S:8]([C:11]([F:14])([F:13])[F:12])(=[O:10])=[O:9])=[CH:6][CH:5]=[CH:4][C:3]=1[CH:15]1[CH2:20][CH2:19][NH:18][CH2:17][CH2:16]1.C(=O)([O-])[O-].[K+].[K+].I[CH2:28][CH3:29].Cl>C(#N)C>[CH2:28]([N:18]1[CH2:19][CH2:20][CH:15]([C:3]2[CH:4]=[CH:5][CH:6]=[C:7]([S:8]([C:11]([F:14])([F:13])[F:12])(=[O:9])=[O:10])[C:2]=2[F:1])[CH2:16][CH2:17]1)[CH3:29] |f:1.2.3|. Procedure details: Preparation according to Example 1: 4-{2-fluoro-3-[(trifluoromethyl)sulfonyl]phenyl}-piperidine (0.11 g, 0.35 mmol), acetonitrile (4 ml), potassium carbonate (0.063 g, 0.7 mmol) and 1-iodoethane (0.055 g, 0.35 mmol). Yield: 0.068 g (57%). The amine was converted to the hydrochloric acid salt and recrystallized from ethanol/diethyl ether: M.p. 189-191° C. MS m/z (relative intensity, 70 eV) 339 (M+, 8), 325 (15), 324 (bp), 205 (6), 191 (15). Reactants: C(C)OC(CC(=O)OCC)C1=CC=C(C=C1)O (Ethyl 3-ethoxy-3-(4-hydroxyphenyl)propionate), C(C)(C)OC=1C=C(CO)C=CC1 (3-isopropyloxybenzyl alcohol), C1(=CC=CC=C1)P(C1=CC=CC=C1)C1=CC=CC=C1 (triphenylphosphine), C1(=CC=CC=C1)C.N(=NC(=O)OCC)C(=O)OCC (diethyl azodicarboxylate toluene). The solvent is O1CCCC1 (tetrahydrofuran). Run at time 4 hour. Yields the product C(C)OC(CC(=O)OCC)C1=CC=C(C=C1)OCC1=CC(=CC=C1)OC(C)C (Ethyl 3-ethoxy-3-{4-[(3-isopropyloxybenzyl)oxy]phenyl}propionate). Reaction SMILES: [CH2:1]([O:3][CH:4]([C:11]1[CH:16]=[CH:15][C:14]([OH:17])=[CH:13][CH:12]=1)[CH2:5][C:6]([O:8][CH2:9][CH3:10])=[O:7])[CH3:2].[CH:18]([O:21][C:22]1[CH:23]=[C:24]([CH:27]=[CH:28][CH:29]=1)[CH2:25]O)([CH3:20])[CH3:19].C1(P(C2C=CC=CC=2)C2C=CC=CC=2)C=CC=CC=1.C1(C)C=CC=CC=1.N(C(OCC)=O)=NC(OCC)=O>O1CCCC1>[CH2:1]([O:3][CH:4]([C:11]1[CH:12]=[CH:13][C:14]([O:17][CH2:25][C:24]2[CH:27]=[CH:28][CH:29]=[C:22]([O:21][CH:18]([CH3:20])[CH3:19])[CH:23]=2)=[CH:15][CH:16]=1)[CH2:5][C:6]([O:8][CH2:9][CH3:10])=[O:7])[CH3:2] |f:3.4|. Procedure details: Ethyl 3-ethoxy-3-(4-hydroxyphenyl)propionate (100 mg, 0.420 mmol) produced in Example 1 (1C) and 3-isopropyloxybenzyl alcohol (118 mg, 0.710 mmol) were dissolved in tetrahydrofuran (2 mL), and triphenylphosphine (165 mg, 0.629 mmol) and a diethyl azodicarboxylate toluene solution (2.2 M, 290 μL, 0.640 mmol) were added thereto at room temperature, and then, the resulting mixture was stirred under a nitrogen atmosphere at room temperature for 4 hours.